From a dataset of the Open Reaction Database (ORD), a public repository of structured organic reaction records. describe an organic reaction: reactants, conditions, products, and yield The reactants are 9,9, C(C)OC(CCCCCC[C@H]1CCC[C@@H]1C=CC12C(CCCC)(OCCO1)OCCO2)=O (15,15-bis-(ethylenedioxy)-13-prostenoic acid ethyl ester), O1CCOCC1 (dioxan), [OH-].[Na+] (NaOH). The solvent is O (H2O). The product is C1OC2(C=C[C@H]3CCC[C@@H]3CCCCCCC(=O)O)C(CCCC)(OCCO2)OC1 (15,15-bis-(ethylenedioxy)-13-prostenoic acid). Reaction SMILES: C([O:3][C:4](=[O:32])[CH2:5][CH2:6][CH2:7][CH2:8][CH2:9][CH2:10][C@@H:11]1[C@@H:15]([CH:16]=[CH:17][C:18]23[O:31][CH2:30][CH2:29][O:28][C:19]2([O:24][CH2:25][CH2:26][O:27]3)[CH2:20][CH2:21][CH2:22][CH3:23])[CH2:14][CH2:13][CH2:12]1)C.O1CCOCC1.[OH-].[Na+]>O>[CH2:26]1[CH2:25][O:24][C:19]2([O:28][CH2:29][CH2:30][O:31][C:18]2([CH:17]=[CH:16][C@@H:15]2[C@@H:11]([CH2:10][CH2:9][CH2:8][CH2:7][CH2:6][CH2:5][C:4]([OH:32])=[O:3])[CH2:12][CH2:13][CH2:14]2)[O:27]1)[CH2:20][CH2:21][CH2:22][CH3:23] |f:2.3|. Procedure details: A mixture of 0.9 g of 9,9;15,15-bis-(ethylenedioxy)-13-prostenoic acid ethyl ester, 60 ml of dioxan, 40 ml of H2O and 0.08 g of NaOH is boiled for 2 hours. The solvent is distilled. After recrystallization of the residue from methanol, the sodium salt of 9,9;15,15-bis-(ethylenedioxy)-13-prostenoic acid is obtained. Starting materials: O=C(Cl)c1ccncc1, CCOC(=O)CC(C)=O, [Cl-], [Cl-], ClCCl, [Mg+2], c1ccncc1. Reaction SMILES: [C:19]([c:20]1[cH:21][cH:22][n:23][cH:24][cH:25]1)(=[O:26])[Cl:27].[C:1]([CH2:2][C:3](=[O:4])[CH3:5])(=[O:6])[O:7][CH2:8][CH3:9].[Cl-:10].[Cl-:12].[Cl:28][CH2:29][Cl:30].[Mg+2:11].[cH:13]1[cH:14][cH:15][n:16][cH:17][cH:18]1>>[C:1]([CH:2]([C:3](=[O:4])[CH3:5])[C:19]([c:20]1[cH:21][cH:22][n:23][cH:24][cH:25]1)=[O:26])(=[O:6])[O:7][CH2:8][CH3:9]. Yields the product CCOC(=O)C(C(C)=O)C(=O)c1ccncc1. Starting materials: CC(C)(C)OC(=O)N1CCNCC1, NS(N)(=O)=O, C1COCCO1. The product is CC(C)(C)OC(=O)N1CCN(S(N)(=O)=O)CC1. As a reaction SMILES: [N:6]1([C:12](=[O:13])[O:14][C:15]([CH3:16])([CH3:17])[CH3:18])[CH2:7][CH2:8][NH:9][CH2:10][CH2:11]1.[NH2:1][S:2]([NH2:3])(=[O:4])=[O:5].[O:19]1[CH2:20][CH2:21][O:22][CH2:23][CH2:24]1>>[NH2:1][S:2]([N:3]1[CH2:8][CH2:7][N:6]([C:12](=[O:13])[O:14][C:15]([CH3:16])([CH3:17])[CH3:18])[CH2:11][CH2:10]1)(=[O:4])=[O:5].